From a dataset of the Open Reaction Database (ORD), a public repository of structured organic reaction records. describe an organic reaction: reactants, conditions, products, and yield Reactants: CCOC(=O)C1C(C=C(Cl)c2ccc(OC(F)(F)F)cc2)C1(C)C, CCO, [Na+], [OH-], O. Yields the product CC1(C)C(C=C(Cl)c2ccc(OC(F)(F)F)cc2)C1C(=O)O. Reaction SMILES: [CH2:1]([CH3:2])[O:3][C:4](=[O:5])[CH:6]1[C:7]([CH3:23])([CH3:24])[CH:8]1[CH:9]=[C:10]([c:11]1[cH:12][cH:13][c:14]([O:17][C:18]([F:19])([F:20])[F:21])[cH:15][cH:16]1)[Cl:22].[CH3:27][CH2:28][OH:29].[Na+:26].[OH-:25].[OH2:30]>>[O:3]=[C:4]([OH:5])[CH:6]1[C:7]([CH3:23])([CH3:24])[CH:8]1[CH:9]=[C:10]([c:11]1[cH:12][cH:13][c:14]([O:17][C:18]([F:19])([F:20])[F:21])[cH:15][cH:16]1)[Cl:22]. The reactants are C1(\C=C/C(=O)O1)=O (maleic anhydride), C(C)(C)(C)C=1C=C(C=C(C1O)C(C)(C)C)CCC(=O)NN (3-(3,5-di-t-butyl-4-hydroxyphenyl)propanoic acid hydrazide), C=1(C(=CC=CC1)C)C (xylene). Run in O (water). The product is C(C)(C)(C)C=1C=C(C=C(C1O)C(C)(C)C)CCC(=O)NN1C(C=CC1=O)=O (N-[3-(3,5-di-t-butyl-4-hydroxyphenyl)propanamido]maleimide). The yield is 86.5%. RXN SMILES: [C:1]1(=[O:7])[O:6][C:4](=O)[CH:3]=[CH:2]1.[C:8]([C:12]1[CH:13]=[C:14]([CH2:23][CH2:24][C:25]([NH:27][NH2:28])=[O:26])[CH:15]=[C:16]([C:19]([CH3:22])([CH3:21])[CH3:20])[C:17]=1[OH:18])([CH3:11])([CH3:10])[CH3:9].C1(C)C(C)=CC=CC=1>O>[C:19]([C:16]1[CH:15]=[C:14]([CH2:23][CH2:24][C:25]([NH:27][N:28]2[C:1](=[O:7])[CH:2]=[CH:3][C:4]2=[O:6])=[O:26])[CH:13]=[C:12]([C:8]([CH3:9])([CH3:10])[CH3:11])[C:17]=1[OH:18])([CH3:20])([CH3:21])[CH3:22]. Procedure: A mixture of maleic anhydride (4.9 g, 50.0 mmol), 3-(3,5-di-t-butyl-4-hydroxyphenyl)propanoic acid hydrazide (15.2 g, 50.0 mmol) and 250 ml of xylene was refluxed for one hour under a nitrogen atmosphere with the azeotropic removal of water. The solvent was then removed on a rotary evaporator. The residual mass was extracted with 100 ml of tetrahydrofuran and the extract was added to 500 ml of hexane to precipitate the product. The product was collected by filtration and air dried. 16.1 g of a s... The reactants are BrCc1ccc(Br)cc1, O=C([O-])[O-], CC#N, [K+], [K+], c1ccc(C2CNCCO2)cc1. Product: Brc1ccc(CN2CCOC(c3ccccc3)C2)cc1. RXN SMILES: [Br:1][c:2]1[cH:3][cH:4][c:5]([CH2:6][Br:7])[cH:8][cH:9]1.[C:22](=[O:23])([O-:24])[O-:25].[CH3:28][C:29]#[N:30].[K+:26].[K+:27].[c:10]1([CH:16]2[O:17][CH2:18][CH2:19][NH:20][CH2:21]2)[cH:11][cH:12][cH:13][cH:14][cH:15]1>>[Br:1][c:2]1[cH:3][cH:4][c:5]([CH2:6][N:20]2[CH2:19][CH2:18][O:17][CH:16]([c:10]3[cH:11][cH:12][cH:13][cH:14][cH:15]3)[CH2:21]2)[cH:8][cH:9]1. The reactants are BrC=1C=CC(=C(C1)O)C=1NC=CN1 (5-bromo-2-(1H-imidazol-2-yl)phenol), BrCCBr (1,2-dibromoethane), C([O-])([O-])=O.[Cs+].[Cs+] (cesium carbonate). Run in CN(C)C=O (DMF). Reaction conditions: temperature 90 celsius. The product is BrC1=CC2=C(C=3N(CCO2)C=CN3)C=C1 (9-bromo-5,6-dihydrobenzo[f]imidazo[1,2-d][1,4]oxazepine). Isolated yield 75.4%. RXN SMILES: [Br:1][C:2]1[CH:3]=[CH:4][C:5]([C:9]2[NH:10][CH:11]=[CH:12][N:13]=2)=[C:6]([OH:8])[CH:7]=1.Br[CH2:15][CH2:16]Br.C(=O)([O-])[O-].[Cs+].[Cs+]>CN(C=O)C>[Br:1][C:2]1[CH:3]=[CH:4][C:5]2[C:9]3[N:13]([CH:12]=[CH:11][N:10]=3)[CH2:15][CH2:16][O:8][C:6]=2[CH:7]=1 |f:2.3.4|. Procedure: A mixture of 5-bromo-2-(1H-imidazol-2-yl)phenol (0.9 g, 4 mmol), 1,2-dibromoethane (1.3 mL, 15 mmol) and cesium carbonate (4.9 g, 15 mmol) in DMF (20 mL) was heated to 90° C. for 12 h. The mixture was partitioned between water and ethyl acetate. The organic layer was washed with water, brine and dried over MgSO4 and concentrated to give 9-bromo-5,6-dihydrobenzo[f]imidazo[1,2-d][1,4]oxazepine (0.8 g). The reagents and catalysts are C1=CC(=CC(=C1)S(=O)(=O)[O-])P(C2=CC(=CC=C2)S(=O)(=O)[O-])C3=CC(=CC=C3)S(=O)(=O)[O-].[Na+].[Na+].[Na+] (TPPTS), C(C)(=O)[O-].[Pd+2].C(C)(=O)[O-] (palladium acetate). The yield is 92.4%. Conditions: temperature 80 celsius. Yields the product CC1C(C2=C(C=CC(=C2C1)C)C1=CC=C(C=C1)C(C)(C)C)=O (2,4-dimethyl-7-(4′-tert-butylphenyl)-1-indanone). Run in O (water), O (water). The reactants are ClC=1C=CC(=C2CC(C(C12)=O)C)C (7-chloro-2,4-dimethyl-1-indanone), C(C)(C)(C)C1=CC=C(C=C1)B(O)O (4-tert-butylphenylboronic acid), C([O-])([O-])=O.[Na+].[Na+] (sodium carbonate), C(CO)O (ethylene glycol). Reaction SMILES: Cl[C:2]1[CH:3]=[CH:4][C:5]([CH3:13])=[C:6]2[C:10]=1[C:9](=[O:11])[CH:8]([CH3:12])[CH2:7]2.[C:14]([C:18]1[CH:23]=[CH:22][C:21](B(O)O)=[CH:20][CH:19]=1)([CH3:17])([CH3:16])[CH3:15].C(=O)([O-])[O-].[Na+].[Na+].C(O)CO>O.C([O-])(=O)C.[Pd+2].C([O-])(=O)C.C1C=C(S([O-])(=O)=O)C=C(P(C2C=CC=C(S([O-])(=O)=O)C=2)C2C=CC=C(S([O-])(=O)=O)C=2)C=1.[Na+].[Na+].[Na+]>[CH3:12][CH:8]1[CH2:7][C:6]2[C:10](=[C:2]([C:21]3[CH:22]=[CH:23][C:18]([C:14]([CH3:17])([CH3:16])[CH3:15])=[CH:19][CH:20]=3)[CH:3]=[CH:4][C:5]=2[CH3:13])[C:9]1=[O:11] |f:2.3.4,7.8.9,10.11.12.13|. Procedure: 13.4 g (68.8 mmol) of 7-chloro-2,4-dimethyl-1-indanone (1c), 14.71 g (82.6 mmol) of 4-tert-butylphenylboronic acid, 16.05 g (151 mmol) of sodium carbonate, 188 ml of ethylene glycol and 30.7 ml of water were placed in a reaction vessel under a protective gas atmosphere and the mixture was heated to 80° C. While stirring vigorously, a freshly prepared catalyst solution comprising 77 mg (0.343 mmol) of palladium acetate and 1.7 ml (1.01 mmol) of an aqueous TPPTS solution (0.6 molar) in 25 ml of wa... Starting materials: C(C)(C)N1C(NC(C2=CC3=C(C=C12)OCC3)C3=CC=CC=C3)=O (1-isopropyl-3,4,6,7-tetrahydro-4-phenyl-furo[3,2-g]quinazolin-2(1H)-one), C=O (formalin), O1CCOCC1 (dioxane), [Mn](=O)(=O)(=O)[O-].[K+] (potassium permanganate). Run in O (water). Product: C(C)(C)N1C(N=C(C2=CC3=C(C=C12)OCC3)C3=CC=CC=C3)=O (1-isopropyl-6,7-dihydro-4-phenyl-furo[3,2-g]quinazolin-2(1H)-one). As a reaction SMILES: [CH:1]([N:4]1[C:13]2[C:8](=[CH:9][C:10]3[CH2:16][CH2:15][O:14][C:11]=3[CH:12]=2)[CH:7]([C:17]2[CH:22]=[CH:21][CH:20]=[CH:19][CH:18]=2)[NH:6][C:5]1=[O:23])([CH3:3])[CH3:2].O1CCOCC1.[Mn]([O-])(=O)(=O)=O.[K+].C=O>O>[CH:1]([N:4]1[C:13]2[C:8](=[CH:9][C:10]3[CH2:16][CH2:15][O:14][C:11]=3[CH:12]=2)[C:7]([C:17]2[CH:18]=[CH:19][CH:20]=[CH:21][CH:22]=2)=[N:6][C:5]1=[O:23])([CH3:3])[CH3:2] |f:2.3|. Procedure details: To a stirred solution of 3.2 g. of 1-isopropyl-3,4,6,7-tetrahydro-4-phenyl-furo[3,2-g]quinazolin-2(1H)-one in 150 ml. of dioxane cooled to 8°±5°C. is added dropwise a solution of 2.0 g. of potassium permanganate in 130 ml. of water. After the addition is completed 1.5 ml. of formalin solution is added. The resulting precipitated solids are removed by filtration and the filtrate concentrated in vacuo to give an oil of 1-isopropyl-6,7-dihydro-4-phenyl-furo[3,2-g]quinazolin-2(1H)-one. RXN SMILES: [CH2:1]1[C@@H:10]2[C@H:5]([CH2:6][CH2:7][C:8]3[CH:14]=[CH:13][CH:12]=[CH:11][C:9]=32)[CH2:4][NH:3][CH2:2]1.C(=O)([O-])[O-].[K+].[K+].[Cl:21][C:22]1[CH:29]=[CH:28][C:25]([CH2:26]Cl)=[CH:24][CH:23]=1>CN(C=O)C>[Cl:21][C:22]1[CH:29]=[CH:28][C:25]([CH2:26][N:3]2[CH2:2][CH2:1][C@@H:10]3[C@H:5]([CH2:6][CH2:7][C:8]4[CH:14]=[CH:13][CH:12]=[CH:11][C:9]=43)[CH2:4]2)=[CH:24][CH:23]=1 |f:1.2.3|. Yields the product ClC1=CC=C(CN2C[C@H]3CCC4=C([C@@H]3CC2)C=CC=C4)C=C1 (trans-3-(4'-Chlorobenzyl)-1,2,3,4,4a,5,6,10b-octahydro benz[f]isoquinoline). Isolated yield 32.7%. Solvent: CN(C)C=O (DMF). The reactants are C1CNC[C@H]2CCC3=C([C@H]12)C=CC=C3 (trans-1,2,3,4,4a,5,6,10b-octahydro benz[f]isoquinoline), C([O-])([O-])=O.[K+].[K+] (potassium carbonate), ClC1=CC=C(CCl)C=C1 (4-chlorobenzyl chloride). Procedure details: Following the procedure of Example 3, step 4, 0.202 g (1.08 mmol) of crude trans-1,2,3,4,4a,5,6,10b-octahydro benz[f]isoquinoline in 10 ml of anhydrous DMF was reacted with 0.164 g (1.19 mmol) of anhydrous potassium carbonate and 0.183 g (1.14 mmol) of 4-chlorobenzyl chloride. Chromatography on flash silica, eluting with 30% ethyl acetate/petroleum ether, gave 0.110 g (33%) of the title product as a white solid. The hydrochloride salt was made using ethereal hydrogen chloride. Upon evaporation o...